From a dataset of the Open Reaction Database (ORD), a public repository of structured organic reaction records. describe an organic reaction: reactants, conditions, products, and yield Starting materials: C(#N)C=1C=C(C=CC1)C=1N=CN(C1)C(C1=CC=CC=C1)(C1=CC=CC=C1)C1=CC=CC=C1 (4-(3-cyanophenyl)-1-trityl-1H-imidazole), Cl (hydrochloric acid). Solvent: O1CCCC1 (tetrahydrofuran). The product is C(#N)C=1C=C(C=CC1)C=1N=CNC1 (4-(3-cyanophenyl)imidazole). The yield is 69.5%. RXN SMILES: [C:1]([C:3]1[CH:4]=[C:5]([C:9]2[N:10]=[CH:11][N:12](C(C3C=CC=CC=3)(C3C=CC=CC=3)C3C=CC=CC=3)[CH:13]=2)[CH:6]=[CH:7][CH:8]=1)#[N:2].Cl>O1CCCC1>[C:1]([C:3]1[CH:4]=[C:5]([C:9]2[N:10]=[CH:11][NH:12][CH:13]=2)[CH:6]=[CH:7][CH:8]=1)#[N:2]. Procedure details: A solution of 4-(3-cyanophenyl)-1-trityl-1H-imidazole (0.07 g, 0.17 mmol) in tetrahydrofuran (1.36 mL) was treated with 2N hydrochloric acid (0.68 mL) and the resulting mixture was heated at reflux for 45 minutes. After cooling the reaction mixture was concentrated in vacuo and the residue dissolved in dichloromethane (20 mL). The organic phase was successively washed with 1N sodium hydroxide (10 mL), water (20 mL) and brine (20 mL). The organic solution was dried over anhydrous sodium sulfate, ... Reactants: C1CCOC1, CC(C)[N-]C(C)C, O=C(Cl)Oc1ccccc1, [Li+], NC(=O)c1ccccn1. The product is O=C(NC(=O)c1ccccn1)Oc1ccccc1. As a reaction SMILES: [CH2:28]1[O:29][CH2:30][CH2:31][CH2:32]1.[CH:10]([N-:11][CH:12]([CH3:13])[CH3:14])([CH3:15])[CH3:16].[Cl:18][C:19](=[O:20])[O:21][c:22]1[cH:23][cH:24][cH:25][cH:26][cH:27]1.[Li+:17].[NH2:1][C:2](=[O:3])[c:4]1[cH:5][cH:6][cH:7][cH:8][n:9]1>>[NH:1]([C:2](=[O:3])[c:4]1[cH:5][cH:6][cH:7][cH:8][n:9]1)[C:19](=[O:20])[O:21][c:22]1[cH:23][cH:24][cH:25][cH:26][cH:27]1. The reactants are C1CCNCC1, CC(=O)O, O=C1CNC(=S)N1, O=Cc1cc(O)c(O)c(Cl)c1. The product is O=C1NC(=S)NC1=Cc1cc(O)c(O)c(Cl)c1. As a reaction SMILES: [CH2:19]1[CH2:20][CH2:21][NH:22][CH2:23][CH2:24]1.[CH3:25][C:26](=[O:27])[OH:28].[NH:1]1[C:2](=[S:3])[NH:4][C:5](=[O:6])[CH2:7]1.[OH:8][c:9]1[cH:10][c:11]([CH:12]=[O:13])[cH:14][c:15]([Cl:18])[c:16]1[OH:17]>>[NH:1]1[C:2](=[S:3])[NH:4][C:5](=[O:6])[C:7]1=[CH:12][c:11]1[cH:10][c:9]([OH:8])[c:16]([OH:17])[c:15]([Cl:18])[cH:14]1. Reactants: [Na] (sodium), steroid, C=1C=CC(=C(C1)CC(=O)[O-])NC=2C(=CC=CC2Cl)Cl.[Na+] (Voltaren). Yields the product C=1C=CC(=C(C1)CC(=O)O)NC=2C(=CC=CC2Cl)Cl (Diclofenac). RXN SMILES: [Na].[CH:2]1[CH:3]=[CH:4][C:5]([NH:12][C:13]2[C:14]([Cl:20])=[CH:15][CH:16]=[CH:17][C:18]=2[Cl:19])=[C:6]([CH2:8][C:9]([O-:11])=[O:10])[CH:7]=1.[Na+]>>[CH:2]1[CH:3]=[CH:4][C:5]([NH:12][C:13]2[C:18]([Cl:19])=[CH:17][CH:16]=[CH:15][C:14]=2[Cl:20])=[C:6]([CH2:8][C:9]([OH:11])=[O:10])[CH:7]=1 |f:1.2,^1:0|. Procedure details: sodium (chemical name 2-[(2.6-dichlorophenyl)amino]benzeneacetic acid sodium salt) is an effective and widely used non-steroid anti-inflammatory agent marketed as Voltaren® (Ciba Geigy) in several countries. Starting materials: Br, Br, CC(=O)c1ccc2c(c1)CCS2(=O)=O, CC(=O)O. Product: O=C(CBr)c1ccc2c(c1)CCS2(=O)=O. Reaction SMILES: [Br:16].[BrH:15].[C:1]([CH3:2])(=[O:3])[c:4]1[cH:5][cH:6][c:7]2[c:8]([cH:14]1)[CH2:9][CH2:10][S:11]2(=[O:12])=[O:13].[CH3:17][C:18](=[O:19])[OH:20]>>[C:1]([CH2:2][Br:15])(=[O:3])[c:4]1[cH:5][cH:6][c:7]2[c:8]([cH:14]1)[CH2:9][CH2:10][S:11]2(=[O:12])=[O:13]. Reactants: O=[N+]([O-])c1cccc(Br)c1, O=C([O-])[O-], CC(=O)[O-], CC(=O)[O-], C1COCCN1, Cc1ccccc1, [Cs+], [Cs+], [Pd+2], c1ccc(P(c2ccccc2)c2ccc3ccccc3c2-c2c(P(c3ccccc3)c3ccccc3)ccc3ccccc23)cc1. Product: O=[N+]([O-])c1cccc(N2CCOCC2)c1. As a reaction SMILES: [Br:1][c:2]1[cH:3][c:4]([N+:8](=[O:9])[O-:10])[cH:5][cH:6][cH:7]1.[C:57](=[O:58])([O-:59])[O-:60].[C:69]([O-:70])(=[O:71])[CH3:72].[C:74]([O-:75])(=[O:76])[CH3:77].[CH2:63]1[CH2:64][O:65][CH2:66][CH2:67][NH:68]1.[CH3:78][c:79]1[cH:80][cH:81][cH:82][cH:83][cH:84]1.[Cs+:61].[Cs+:62].[Pd+2:73].[cH:11]1[cH:12][cH:13][c:14]([P:15]([c:16]2[cH:17][cH:18][c:19]3[c:20]([cH:21][cH:22][cH:23][cH:24]3)[c:25]2-[c:26]2[c:27]3[c:28]([cH:29][cH:30][cH:31][cH:32]3)[cH:33][cH:34][c:35]2[P:36]([c:37]2[cH:38][cH:39][cH:40][cH:41][cH:42]2)[c:43]2[cH:44][cH:45][cH:46][cH:47][cH:48]2)[c:49]2[cH:50][cH:51][cH:52][cH:53][cH:54]2)[cH:55][cH:56]1>>[c:2]1([N:68]2[CH2:63][CH2:64][O:65][CH2:66][CH2:67]2)[cH:3][c:4]([N+:8](=[O:9])[O-:10])[cH:5][cH:6][cH:7]1. Reactants: CCCCCCCCCC(=O)OCC, OC1CCCCC1, O=S(=O)(O)O, O=C(O)CSc1ccccc1. Yields the product O=C(CSc1ccccc1)OC1CCCCC1. As a reaction SMILES: [C:1]([O:2][CH2:3][CH3:4])(=[O:11])[CH2:12][CH2:13][CH2:14][CH2:5][CH2:6][CH2:7][CH2:8][CH2:9][CH3:10].[OH:31][CH:32]1[CH2:33][CH2:34][CH2:35][CH2:36][CH2:37]1.[S:26](=[O:27])(=[O:28])([OH:29])[OH:30].[c:15]1([S:21][CH2:22][C:23](=[O:24])[OH:25])[cH:16][cH:17][cH:18][cH:19][cH:20]1>>[CH:5]1([O:25][C:23]([CH2:22][S:21][c:15]2[cH:16][cH:17][cH:18][cH:19][cH:20]2)=[O:24])[CH2:6][CH2:7][CH2:8][CH2:9][CH2:10]1. Reactants: [Br-], N#Cc1ccc(CCC(O)C2CC2)cc1, [Li+], O, Cc1cc(C)nc(C)c1. The product is N#Cc1ccc(CCC=CCCBr)cc1. RXN SMILES: [Br-:17].[C:1](#[N:2])[c:3]1[cH:4][cH:5][c:6]([CH2:9][CH2:10][CH:11]([OH:12])[CH:13]2[CH2:14][CH2:15]2)[cH:7][cH:8]1.[Li+:16].[OH2:27].[n:18]1[c:19]([CH3:20])[cH:21][c:22]([CH3:23])[cH:24][c:25]1[CH3:26]>>[C:1](#[N:2])[c:3]1[cH:4][cH:5][c:6]([CH2:9][CH2:10][CH:11]=[CH:13][CH2:14][CH2:15][Br:17])[cH:7][cH:8]1.